Task: describe an organic reaction: reactants, conditions, products, and yield. Dataset: the Open Reaction Database (ORD), a public repository of structured organic reaction records The reactants are NC(C(O)C1=CC=C(C=C1)F)CC1=CC(=CC=C1)OC(C)C ((1RS,2SR)-2-amino-1-(4-fluorophenyl)-3-[3-(isopropyloxy)phenyl]-1-propanol), C=1(C=CC=C2C1C=CCCC2)C(=O)O (6,7-dihydro-5H-benzo[a]cycloheptene-1-carboxylic acid), Cl.C(C)N=C=NCCCN(C)C (1-ethyl-3-(3-dimethylaminopropyl)carbodiimide hydrochloride), O.ON1N=NC2=C1C=CC=C2 (1-hydroxybenzotriazole hydrate). Run in C(C)#N (acetonitrile), O (water). Run at time 5 hour. Yields the product FC1=CC=C(C=C1)C(C(CC1=CC(=CC=C1)OC(C)C)NC(=O)C=1C=CC=C2C1C=CCCC2)O (N-[(1RS,2SR)-2-(4-fluorophenyl)-2-hydroxy-1-(3-isopropoxybenzyl)ethyl]-6,7-dihydro-5H-benzo[a]cycloheptene-1-carboxamide). Reaction SMILES: [NH2:1][CH:2]([CH2:12][C:13]1[CH:18]=[CH:17][CH:16]=[C:15]([O:19][CH:20]([CH3:22])[CH3:21])[CH:14]=1)[CH:3]([C:5]1[CH:10]=[CH:9][C:8]([F:11])=[CH:7][CH:6]=1)[OH:4].[C:23]1([C:34](O)=[O:35])[CH:24]=[CH:25][CH:26]=[C:27]2[CH2:33][CH2:32][CH2:31][CH:30]=[CH:29][C:28]=12.Cl.C(N=C=NCCCN(C)C)C.O.ON1C2C=CC=CC=2N=N1>C(#N)C.O>[F:11][C:8]1[CH:7]=[CH:6][C:5]([CH:3]([OH:4])[CH:2]([NH:1][C:34]([C:23]2[CH:24]=[CH:25][CH:26]=[C:27]3[CH2:33][CH2:32][CH2:31][CH:30]=[CH:29][C:28]=23)=[O:35])[CH2:12][C:13]2[CH:18]=[CH:17][CH:16]=[C:15]([O:19][CH:20]([CH3:22])[CH3:21])[CH:14]=2)=[CH:10][CH:9]=1 |f:2.3,4.5|. Reported procedure: To a solution of (1RS,2SR)-2-amino-1-(4-fluorophenyl)-3-[3-(isopropyloxy)phenyl]-1-propanol (0.46 g, 1.5 mmol) and 6,7-dihydro-5H-benzo[a]cycloheptene-1-carboxylic acid (0.34 g, 1.8 mmol) in acetonitrile (20 ml) were added 1-ethyl-3-(3-dimethylaminopropyl)carbodiimide hydrochloride (0.36 g, 2.1 mmol) and 1-hydroxybenzotriazole hydrate (0.32 g, 2.1 mmol), and the mixture was stirred at room temperature for 5 hrs. To the reaction solution was added water (100 ml), and the mixture was extracted wit... Run in C(Cl)Cl (methylene chloride), C(Cl)Cl (methylene chloride). Reactants: CC(C)(C)[Si](OC[C@@H]1C2(CO2)[C@H]1CO[Si](C)(C)C(C)(C)C)(C)C ([4R,5R]-4,5-bis(((1,1-dimethylethyl)-dimethylsilyl)oxymethyl)-1-oxaspiro[2,2]pentane), [I-].[Li+] (lithium iodide). Yields the product CC(C)(C)[Si](OCC1C(CC1CO[Si](C)(C)C(C)(C)C)=O)(C)C (2,3-Bis(((1,1-dimethylethyl)dimethylsilyl)oxymethyl)-cyclobutanone). Reaction SMILES: [CH3:1][C:2]([Si:5]([CH3:23])([CH3:22])[O:6][CH2:7][C@H:8]1[C@H:12]([CH2:13][O:14][Si:15]([C:18]([CH3:21])([CH3:20])[CH3:19])([CH3:17])[CH3:16])[C:9]21[O:11][CH2:10]2)([CH3:4])[CH3:3].[I-].[Li+]>C(Cl)Cl>[CH3:4][C:2]([Si:5]([CH3:22])([CH3:23])[O:6][CH2:7][CH:8]1[CH:12]([CH2:13][O:14][Si:15]([C:18]([CH3:20])([CH3:19])[CH3:21])([CH3:16])[CH3:17])[CH2:10][C:9]1=[O:11])([CH3:3])[CH3:1] |f:1.2|. Procedure: A solution of 12.752 g (35.6 mmol) of [4R,5R]-4,5-bis(((1,1-dimethylethyl)-dimethylsilyl)oxymethyl)-1-oxaspiro[2,2]pentane, from Step D, in 50 mL of methylene chloride was added to a solution of 3.814 g (28.5 mmol) of lithium iodide in 200 mL of methylene chloride which had been cooled in an ice bath. After stirring the reaction mixture for 1 h at 0° C., the ice bath was removed and the reaction mixture was stirred for 20 minutes at ambient temperature. The reaction mixture was then washed with ... Run at temperature 0 celsius, time 1 hour. The reactants are solid, Cl.Cl.O1C=C(C=C2C1=CC=C2)C2N(CCCC2)CC[C@@H]2CC[C@H](CC2)N (trans-4-[2-(4-benzofuran-3-yl-piperidin-1-yl)-ethyl]-cyclohexylamine dihydrochloride), Cl.Cl.O1C=C(C=C2C1=CC=C2)C2N(CCCC2)CC[C@@H]2CC[C@H](CC2)N (trans-4-[2-(4-benzofuran-3-yl-piperidin-1-yl)-ethyl]-cyclohexylamine dihydrochloride), C(C)C1=CC=C(C(=O)O)C=C1 (4-ethyl-benzoic acid). Product: O1C=C(C=C2C1=CC=C2)C2N(CCCC2)CC[C@@H]2CC[C@H](CC2)NC(C2=CC=C(C=C2)CC)=O (trans-N-{4-[2-(4-Benzofuran-3-yl-piperidin-1-yl)-ethyl]-cyclohexyl}-4-ethyl-benzamide). Reaction SMILES: Cl.Cl.[O:3]1[C:8]2=[CH:9][CH:10]=[CH:11][C:7]2=[CH:6][C:5]([CH:12]2[CH2:17][CH2:16][CH2:15][CH2:14][N:13]2[CH2:18][CH2:19][C@H:20]2[CH2:25][CH2:24][C@H:23]([NH2:26])[CH2:22][CH2:21]2)=[CH:4]1.[CH2:27]([C:29]1[CH:37]=[CH:36][C:32]([C:33](O)=[O:34])=[CH:31][CH:30]=1)[CH3:28]>>[O:3]1[C:8]2=[CH:9][CH:10]=[CH:11][C:7]2=[CH:6][C:5]([CH:12]2[CH2:17][CH2:16][CH2:15][CH2:14][N:13]2[CH2:18][CH2:19][C@H:20]2[CH2:21][CH2:22][C@H:23]([NH:26][C:33](=[O:34])[C:32]3[CH:36]=[CH:37][C:29]([CH2:27][CH3:28])=[CH:30][CH:31]=3)[CH2:24][CH2:25]2)=[CH:4]1 |f:0.1.2|. Reported procedure: The title compound, white solid (94 mg, 82%), MS (ISP) m/z=459.5 [(M+H)+], mp 192° C., was prepared in accordance with the general method of example 1 from trans-4-[2-(4-benzofuran-3-yl-piperidin-1-yl)-ethyl]-cyclohexylamine dihydrochloride (intermediate A) (100 mg, 0.25 mmol) and 4-ethyl-benzoic acid. Reactants: C(#N)C=1C=C(C=CC1OC1=C(C=C(C=C1)OC(F)(F)F)I)S(=O)(=O)N(C1=NC=NS1)CC1=C(C=C(C=C1)OC)OC (3-cyano-N-(2,4-dimethoxybenzyl)-4-[2-iodo-4-(trifluoromethoxy)phenoxy]-N-1,2,4-thiadiazol-5-ylbenzenesulfonamide), CN1N=CC=C1B1OC(C)(C)C(C)(C)O1 (1-methyl-1H-pyrazole-5-boronic acid pinacol ester). Product: C(#N)C=1C=C(C=CC1OC1=C(C=C(C=C1)OC(F)(F)F)C1=CC=NN1C)S(=O)(=O)NC1=NC=NS1 (3-cyano-4-[2-(1-methyl-1H-pyrazol-5-yl)-4-(trifluoromethoxy)phenoxy]-N-1,2,4-thiadiazol-5-ylbenzenesulfonamide). RXN SMILES: [C:1]([C:3]1[CH:4]=[C:5]([S:22]([N:25](CC2C=CC(OC)=CC=2OC)[C:26]2[S:30][N:29]=[CH:28][N:27]=2)(=[O:24])=[O:23])[CH:6]=[CH:7][C:8]=1[O:9][C:10]1[CH:15]=[CH:14][C:13]([O:16][C:17]([F:20])([F:19])[F:18])=[CH:12][C:11]=1I)#[N:2].[CH3:42][N:43]1[C:47](B2OC(C)(C)C(C)(C)O2)=[CH:46][CH:45]=[N:44]1>>[C:1]([C:3]1[CH:4]=[C:5]([S:22]([NH:25][C:26]2[S:30][N:29]=[CH:28][N:27]=2)(=[O:23])=[O:24])[CH:6]=[CH:7][C:8]=1[O:9][C:10]1[CH:15]=[CH:14][C:13]([O:16][C:17]([F:20])([F:18])[F:19])=[CH:12][C:11]=1[C:47]1[N:43]([CH3:42])[N:44]=[CH:45][CH:46]=1)#[N:2]. Procedure details: The title compound was prepared from 3-cyano-N-(2,4-dimethoxybenzyl)-4-[2-iodo-4-(trifluoromethoxy)phenoxy]-N-1,2,4-thiadiazol-5-ylbenzenesulfonamide (Preparation 497) and 1-methyl-1H-pyrazole-5-boronic acid pinacol ester using Method E above. Purification afforded the title compound.